From a dataset of the Open Reaction Database (ORD), a public repository of structured organic reaction records. describe an organic reaction: reactants, conditions, products, and yield The reactants are N#Cc1cccc(Cc2ccccc2C=O)c1, CCOCC, [Mg+2], O=S(=O)([O-])[O-], NC(c1ccccc1)c1ccccc1. The product is N#Cc1cccc(Cc2ccccc2C=NC(c2ccccc2)c2ccccc2)c1. RXN SMILES: [C:1](#[N:2])[c:3]1[cH:4][c:5]([CH2:6][c:7]2[c:8]([CH:9]=[O:10])[cH:11][cH:12][cH:13][cH:14]2)[cH:15][cH:16][cH:17]1.[CH3:38][CH2:39][O:40][CH2:41][CH3:42].[Mg+2:18].[O-:19][S:20](=[O:21])(=[O:22])[O-:23].[c:24]1([CH:30]([NH2:31])[c:32]2[cH:33][cH:34][cH:35][cH:36][cH:37]2)[cH:25][cH:26][cH:27][cH:28][cH:29]1>>[C:1](#[N:2])[c:3]1[cH:4][c:5]([CH2:6][c:7]2[c:8]([CH:9]=[N:31][CH:30]([c:24]3[cH:25][cH:26][cH:27][cH:28][cH:29]3)[c:32]3[cH:33][cH:34][cH:35][cH:36][cH:37]3)[cH:11][cH:12][cH:13][cH:14]2)[cH:15][cH:16][cH:17]1. Starting materials: CC(C)(C)OC([C@@H](N)CC1=CNC2=CC=CC=C12)=O (L-tryptophan 1,1-dimethylethyl ester), BrCC(=O)OC(C)(C)C (Tert-butyl bromoacetate). Run in CC#N (CH3CN). Yields the product CC(C)(C)OC([C@@H](NCC(=O)OC(C)(C)C)CC1=CNC2=CC=CC=C12)=O (N-[2-(1,1-Dimethylethoxy)-2-oxoethyl]-L-tryptophan 1,1-dimethylethyl ester). Yield: 81.6%. As a reaction SMILES: [CH3:1][C:2]([O:5][C:6](=[O:19])[C@H:7]([CH2:9][C:10]1[C:18]2[C:13](=[CH:14][CH:15]=[CH:16][CH:17]=2)[NH:12][CH:11]=1)[NH2:8])([CH3:4])[CH3:3].Br[CH2:21][C:22]([O:24][C:25]([CH3:28])([CH3:27])[CH3:26])=[O:23]>CC#N>[CH3:4][C:2]([O:5][C:6](=[O:19])[C@H:7]([CH2:9][C:10]1[C:18]2[C:13](=[CH:14][CH:15]=[CH:16][CH:17]=2)[NH:12][CH:11]=1)[NH:8][CH2:21][C:22]([O:24][C:25]([CH3:28])([CH3:27])[CH3:26])=[O:23])([CH3:1])[CH3:3]. Procedure: To a solution of L-tryptophan 1,1-dimethylethyl ester (17.10 g; 65.68 mmol) in CH3CN (150 mL) 2M phosphate. buffer (pH 8; 150 mL) was added. Tert-butyl bromoacetate (10.7 mL; 72.25 mmol) was dropped into the mixture and vigorous mechanical stirring set on. The reaction was monitored by HPLC (Chromatographic method of Example 3, A)). After 23 h the organic layer was separated and concentrated to dryness to give a crude oil (26.62 g), which was purified by flash chromatography (silica gel; n-hexan... RXN SMILES: [CH2:1]([c:2]1[cH:3][cH:4][cH:5][cH:6][cH:7]1)[O:8][c:9]1[c:10]([CH2:46][CH3:47])[cH:11][cH:12][c:13]2[c:14]1[c:15]([CH3:45])[c:16]([C:18](=[O:19])[NH:20][c:21]1[cH:22][cH:23][c:24](-[c:27]3[cH:28][cH:29][c:30]([S:33](=[O:34])(=[O:35])[NH:36][CH:37]([CH:38]([CH3:39])[CH3:40])[C:41](=[O:42])[O:43][CH3:44])[cH:31][cH:32]3)[cH:25][cH:26]1)[o:17]2.[CH2:48]1[O:49][CH2:50][CH2:51][CH2:52]1.[CH3:53][OH:54].[Pd:55]>>[OH:8][c:9]1[c:10]([CH2:46][CH3:47])[cH:11][cH:12][c:13]2[c:14]1[c:15]([CH3:45])[c:16]([C:18](=[O:19])[NH:20][c:21]1[cH:22][cH:23][c:24](-[c:27]3[cH:28][cH:29][c:30]([S:33](=[O:34])(=[O:35])[NH:36][CH:37]([CH:38]([CH3:39])[CH3:40])[C:41](=[O:42])[O:43][CH3:44])[cH:31][cH:32]3)[cH:25][cH:26]1)[o:17]2. The reactants are CCc1ccc2oc(C(=O)Nc3ccc(-c4ccc(S(=O)(=O)NC(C(=O)OC)C(C)C)cc4)cc3)c(C)c2c1OCc1ccccc1, C1CCOC1, CO, [Pd]. The product is CCc1ccc2oc(C(=O)Nc3ccc(-c4ccc(S(=O)(=O)NC(C(=O)OC)C(C)C)cc4)cc3)c(C)c2c1O. The reactants are ClC1=NC2=CC=C(C=C2N=C1NN)F (2-chloro-6-fluoro-3-hydrazinoquinoxaline), C(OCC)(OCC)OCC (triethyl orthoformate). Conditions: temperature 100 celsius, time 8 hour. Product: ClC=1C=2N(C3=CC(=CC=C3N1)F)C=NN2 (4-chloro-8-fluoro-[1,2,4]triazolo[4,3-a]quinoxaline). Reaction SMILES: [Cl:1][C:2]1[C:11]([NH:12][NH2:13])=[N:10][C:9]2[C:4](=[CH:5][CH:6]=[C:7]([F:14])[CH:8]=2)[N:3]=1.[CH:15](OCC)(OCC)OCC>>[Cl:1][C:2]1[C:11]2[N:10]([CH:15]=[N:13][N:12]=2)[C:9]2[C:4]([N:3]=1)=[CH:5][CH:6]=[C:7]([F:14])[CH:8]=2. Reported procedure: A mixture consisting of 10 g. (0.047 mole) of 2-chloro-6-fluoro-3-hydrazinoquinoxaline and 80 ml. (0.47 mole) of triethyl orthoformate was heated under a nitrogen atmosphere with mechanical stirring in a preheated oil bath at 100° C. overnight (~16 hours). The resulting mixture was cooled to room temperature, and the precipitate which formed was subsequently recovered by means of suction filtration, washed with three-50 ml. portions of ethanol and air-dried to constant weight to ultimately affor... Reactants: C1CCOC1, CS(=O)(=O)N1CCC(N)CC1, O=S(=O)(Nc1cc(-c2nc(C3CCC3)sc2-c2ccnc(Cl)n2)ccc1F)c1cc(F)ccc1F. RXN SMILES: [CH2:47]1[O:48][CH2:49][CH2:50][CH2:51]1.[CH3:36][S:37](=[O:38])(=[O:39])[N:40]1[CH2:41][CH2:42][CH:43]([NH2:46])[CH2:44][CH2:45]1.[Cl:1][c:2]1[n:3][cH:4][cH:5][c:6](-[c:8]2[c:9](-[c:17]3[cH:18][cH:19][c:20]([F:35])[c:21]([NH:23][S:24](=[O:25])(=[O:26])[c:27]4[c:28]([F:34])[cH:29][cH:30][c:31]([F:33])[cH:32]4)[cH:22]3)[n:10][c:11]([CH:13]3[CH2:14][CH2:15][CH2:16]3)[s:12]2)[n:7]1>>[c:2]1([NH:46][CH:43]2[CH2:42][CH2:41][N:40]([S:37]([CH3:36])(=[O:38])=[O:39])[CH2:45][CH2:44]2)[n:3][cH:4][cH:5][c:6](-[c:8]2[c:9](-[c:17]3[cH:18][cH:19][c:20]([F:35])[c:21]([NH:23][S:24](=[O:25])(=[O:26])[c:27]4[c:28]([F:34])[cH:29][cH:30][c:31]([F:33])[cH:32]4)[cH:22]3)[n:10][c:11]([CH:13]3[CH2:14][CH2:15][CH2:16]3)[s:12]2)[n:7]1. Yields the product CS(=O)(=O)N1CCC(Nc2nccc(-c3sc(C4CCC4)nc3-c3ccc(F)c(NS(=O)(=O)c4cc(F)ccc4F)c3)n2)CC1. Starting materials: O=O (oxygen), C1=C2C=C3N(C2=CC=C1)CCC(=C3)CO (6,7-dihydropyrido[1,2-a]indole-8-methanol). The reagents and catalysts are above-mentioned catalyst. Solvent: C1(=CC=CC=C1)C (toluene). Product: C1=C2C=C3N(C2=CC=C1)CC[C@H](C3)CO ((R)-6,7,8,9-tetrahydropyrido[1,2-a]indole-8-methanol). The yield is 99.4%. RXN SMILES: O=O.[CH:3]1[CH:11]=[CH:10][CH:9]=[C:8]2[C:4]=1[CH:5]=[C:6]1[CH:15]=[C:14]([CH2:16][OH:17])[CH2:13][CH2:12][N:7]12>C1(C)C=CC=CC=1>[CH:3]1[CH:11]=[CH:10][CH:9]=[C:8]2[C:4]=1[CH:5]=[C:6]1[CH2:15][C@H:14]([CH2:16][OH:17])[CH2:13][CH2:12][N:7]12. Procedure details: The glass attachment of a 30 ml autoclave is charged in a glove box (oxygen content <1 ppm) with 0.20 g (1.0 mmol) of 6,7-dihydropyrido[1,2-a]indole-8-methanol, 8 ml of toluene and 2 ml of the above-mentioned catalyst solution. The hydrogenation is carried out at 80° C., an initial pressure of 60 bar of H2 and while stirring vigorously. After a hydrogenation time of 18 hours, the conversion is 99.9% according to GC. The pale yellow hydrogenation solution is evaporated. The residue is dissolved i... The reactants are C1(=CC=CC=C1)C(C1=CC=CC=C1)OC(=O)C1=C(CS[C@H]2N1C([C@H]2NC(C(=NOC)C=2N=C(SC2Cl)N)=O)=O)Cl (7β-[2-(2-amino-5-chloro-4-thiazolyl)-2-methoxyiminoacetamido]-3-chloro-3-cephem-4-carboxylic acid diphenylmethyl ester), C(C)(=O)O (acetic acid). Reagents/catalysts: [Zn] (zinc). The solvent is ClCCl (dichloromethane). Run at temperature -10 celsius, time 10 minute. Yields the product C1(=CC=CC=C1)C(C1=CC=CC=C1)OC(=O)C1=CCS[C@H]2N1C([C@H]2NC(C(=NOC)C=2N=C(SC2Cl)N)=O)=O (7β-[2-(2-amino-5-chloro-4-thiazolyl)-2-methoxyiminoacetamido]-3-cephem-4-carboxylic acid diphenylmethyl ester). RXN SMILES: [C:1]1([CH:7]([O:14][C:15]([C:17]2[N:22]3[C:23](=[O:39])[C@@H:24]([NH:25][C:26](=[O:38])[C:27]([C:31]4[N:32]=[C:33]([NH2:37])[S:34][C:35]=4[Cl:36])=[N:28][O:29][CH3:30])[C@H:21]3[S:20][CH2:19][C:18]=2Cl)=[O:16])[C:8]2[CH:13]=[CH:12][CH:11]=[CH:10][CH:9]=2)[CH:6]=[CH:5][CH:4]=[CH:3][CH:2]=1.C(O)(=O)C>ClCCl.[Zn]>[C:1]1([CH:7]([O:14][C:15]([C:17]2[N:22]3[C:23](=[O:39])[C@@H:24]([NH:25][C:26](=[O:38])[C:27]([C:31]4[N:32]=[C:33]([NH2:37])[S:34][C:35]=4[Cl:36])=[N:28][O:29][CH3:30])[C@H:21]3[S:20][CH2:19][CH:18]=2)=[O:16])[C:8]2[CH:9]=[CH:10][CH:11]=[CH:12][CH:13]=2)[CH:2]=[CH:3][CH:4]=[CH:5][CH:6]=1. Procedure details: To a solution of 7β-[2-(2-amino-5-chloro-4-thiazolyl)-2-methoxyiminoacetamido]-3-chloro-3-cephem-4-carboxylic acid diphenylmethyl ester (180 mg) in dichloromethane (5 ml) are added zinc powder (120 mg) and acetic acid (1 ml), and the mixture is stirred at -10° C. for 10 minutes. The reaction mixture is filtered, poured into iced water and extracted with ethyl acetate. The extract solution is washed with aqueous sodium hydrogen carbonate solution and water, dried and concentrated. Conventional wo...